From a dataset of the Open Reaction Database (ORD), a public repository of structured organic reaction records. describe an organic reaction: reactants, conditions, products, and yield The reactants are [N+](=O)([O-])C=1C=C(C(=O)C2=CC=C(C=C2)C#CC2=CC=CC=C2)C=C(C1)[N+](=O)[O-] (3,5-dinitro-4'-phenylethynylbenzophenone), O1CCOCC1 (1,4-dioxane), stannous chloride dihydrate. The solvent is Cl (hydrochloric acid). Yields the product NC=1C=C(C(=O)C2=CC=C(C=C2)C#CC2=CC=CC=C2)C=C(C1)N (3,5-Diamino-4'-phenylethynylbenzophenone). Yield: 79.1%. Reaction SMILES: [N+:1]([C:4]1[CH:5]=[C:6]([CH:23]=[C:24]([N+:26]([O-])=O)[CH:25]=1)[C:7]([C:9]1[CH:14]=[CH:13][C:12]([C:15]#[C:16][C:17]2[CH:22]=[CH:21][CH:20]=[CH:19][CH:18]=2)=[CH:11][CH:10]=1)=[O:8])([O-])=O.O1CCOCC1>Cl>[NH2:1][C:4]1[CH:5]=[C:6]([CH:23]=[C:24]([NH2:26])[CH:25]=1)[C:7]([C:9]1[CH:14]=[CH:13][C:12]([C:15]#[C:16][C:17]2[CH:22]=[CH:21][CH:20]=[CH:19][CH:18]=2)=[CH:11][CH:10]=1)=[O:8]. Reported procedure: To a 1 L Erlenmeyer flask equipped with a magnetic stirrer was charged 3,5-dinitro-4'-phenylethynylbenzophenone (19.6 g, 0.053 mol) and 1,4-dioxane (450 mL). The orange solution was cooled to ~10°-15° C. by means of an ice bath. A cooled solution (~10° C.) of stannous chloride dihydrate (78.4 g, 0.35 mol) in concentrated hydrochloric acid (300 mL) was added dropwise while maintaining the temperature between 10°-20° C. After the addition, the ice bath was removed and the reaction mixture allowed ... Starting materials: COC(\C=C/C1=C(C(=O)OC(C)C)C(=CC=C1)C(F)(F)F)=O ((Z)-isopropyl 2-(3-methoxy-3-oxoprop-1-enyl)-6-(trifluoromethyl)benzoate), COCN(C[Si](C)(C)C)CC1=CC=CC=C1 (N-(methoxymethyl)-N-(trimethylsilylmethyl)benzylamine), FC(C(=O)O)(F)F (trifluoroacetic acid), COCN(C[Si](C)(C)C)CC1=CC=CC=C1 (N-(methoxymethyl)-N-(trimethylsilylmethyl)benzylamine). Reagents/catalysts: FC(C(=O)O)(F)F (trifluoroacetic acid). Run in CCOC(=O)C (EtOAc), CCOC(=O)C (EtOAc). Run at temperature 65 celsius, time 4 hour. The product is C(C1=CC=CC=C1)N1C[C@H]([C@H](C1)C1=C(C(=CC=C1)C(F)(F)F)C(=O)OC(C)C)C(=O)OC ((±)-cis-Methyl 1-benzyl-4-(2-(isopropoxycarbonyl)-3-(trifluoromethyl)phenyl)pyrrolidine-3-carboxylate). Yield: 92.9%. As a reaction SMILES: [CH3:1][O:2][C:3](=[O:22])/[CH:4]=[CH:5]\[C:6]1[CH:17]=[CH:16][CH:15]=[C:14]([C:18]([F:21])([F:20])[F:19])[C:7]=1[C:8]([O:10][CH:11]([CH3:13])[CH3:12])=[O:9].CO[CH2:25][N:26]([CH2:32][C:33]1[CH:38]=[CH:37][CH:36]=[CH:35][CH:34]=1)[CH2:27][Si](C)(C)C.FC(F)(F)C(O)=O>CCOC(C)=O.FC(F)(F)C(O)=O>[CH2:32]([N:26]1[CH2:27][C@H:5]([C:6]2[CH:17]=[CH:16][CH:15]=[C:14]([C:18]([F:21])([F:20])[F:19])[C:7]=2[C:8]([O:10][CH:11]([CH3:13])[CH3:12])=[O:9])[C@H:4]([C:3]([O:2][CH3:1])=[O:22])[CH2:25]1)[C:33]1[CH:38]=[CH:37][CH:36]=[CH:35][CH:34]=1. Reported procedure: To a solution of (Z)-isopropyl 2-(3-methoxy-3-oxoprop-1-enyl)-6-(trifluoromethyl)benzoate (2.5 g, 7.9 mmol) in 30 mL of EtOAc was added N-(methoxymethyl)-N-(trimethylsilylmethyl)benzylamine (2.34 g, 9.9 mmol) and trifluoroacetic acid (0.12 mL, 1.6 mmol). The solution was allowed to stir at 65° C. for 4 h. Starting material still remained by TLC analysis and so additional N-(methoxymethyl)-N-(trimethylsilylmethyl)benzylamine (1.0 g, 4.2 mmol) and trifluoroacetic acid (0.05 mL, 0.65 mmol) were add...